From a dataset of the Open Reaction Database (ORD), a public repository of structured organic reaction records. describe an organic reaction: reactants, conditions, products, and yield Reactants: [Al+3], CCOCC, COC(=O)C(F)=CC(C)(C)c1ccc(Cl)cc1, [H-], [H-], [H-], [H-], [Li+]. The product is CC(C)(C=C(F)CO)c1ccc(Cl)cc1. As a reaction SMILES: [Al+3:19].[CH3:24][CH2:25][O:26][CH2:27][CH3:28].[Cl:1][c:2]1[cH:3][cH:4][c:5]([C:8]([CH:9]=[C:10]([C:11](=[O:12])[O:13][CH3:14])[F:15])([CH3:16])[CH3:17])[cH:6][cH:7]1.[H-:18].[H-:21].[H-:22].[H-:23].[Li+:20]>>[Cl:1][c:2]1[cH:3][cH:4][c:5]([C:8]([CH:9]=[C:10]([CH2:11][OH:12])[F:15])([CH3:16])[CH3:17])[cH:6][cH:7]1. Reactants: OC1=C(C(=C(C(=C1CC=C(C)C)O)CC=C(C)C)O)C(C)=O (1-[2,4,6-trihydroxy-3,5-di(3-methyl-2-buten-1-yl)phenyl]ethanone), C([O-])([O-])=O.[K+].[K+] (potassium carbonate), FC=1C=C(C(=O)Cl)C=CC1Cl (3-fluoro-4-chlorobenzoyl chloride). The reagents and catalysts are CCCC[N+](CCCC)(CCCC)CCCC.[Br-] (TBAB). Solvent: C1(=CC=CC=C1)C (toluene). Product: FC=1C=C(C=CC1Cl)C=1OC2=C(C(C1)=O)C(=C(C(=C2CC=C(C)C)O)CC=C(C)C)O (2-(3-fluoro-4-chlorophenyl)-5,7-dihydroxy-6,8-di(3-methyl-2-buten-1-yl)-4H-benzopyran-4-one). The yield is 3.4%. Reaction SMILES: [OH:1][C:2]1[C:7]([CH2:8][CH:9]=[C:10]([CH3:12])[CH3:11])=[C:6]([OH:13])[C:5]([CH2:14][CH:15]=[C:16]([CH3:18])[CH3:17])=[C:4]([OH:19])[C:3]=1[C:20](=[O:22])[CH3:21].C(=O)([O-])[O-].[K+].[K+].[F:29][C:30]1[CH:31]=[C:32]([CH:36]=[CH:37][C:38]=1[Cl:39])[C:33](Cl)=O>CCCC[N+](CCCC)(CCCC)CCCC.[Br-].C1(C)C=CC=CC=1>[F:29][C:30]1[CH:31]=[C:32]([C:33]2[O:1][C:2]3[C:7]([CH2:8][CH:9]=[C:10]([CH3:12])[CH3:11])=[C:6]([OH:13])[C:5]([CH2:14][CH:15]=[C:16]([CH3:17])[CH3:18])=[C:4]([OH:19])[C:3]=3[C:20](=[O:22])[CH:21]=2)[CH:36]=[CH:37][C:38]=1[Cl:39] |f:1.2.3,5.6|. Procedure details: Under nitrogen atmosphere, 1-[2,4,6-trihydroxy-3,5-di(3-methyl-2-buten-1-yl)phenyl]ethanone (300 mg, 0.986 mmol), anhydrous potassium carbonate powder (817 mg, 5.91 mmol), TBAB (tetrabutyl ammonium bromide, 477 mg, 1.47 mmol) and 3-fluoro-4-chlorobenzoyl chloride (380 mg, 1.97 mmol) were dissolved in toluene (30 mL), and refluxed for 6 hours. After cooling, toluene was removed, and then water (20 mL) was added. The aqueous solution was extracted with ethyl acetate. The combined organic phase was... Reactants: Cl (hydrochloric acid), C(CCCCCCCCCCCCCCCCC)N1C(C2CC=CCC2C1=O)=O (2-Octadecyl-4,7,3a,7a-tetrahydroisoindole-1,3-dione), CC(C)O (2-propanol), [BH4-].[Na+] (sodium borohydride). Run in O (water). Conditions: time 46 hour. The product is OCC1CC=CCC1N(C=O)CCCCCCCCCCCCCCCCCC ([6-(Hydroxymethyl)-3-cyclohexenyl]-N-octadecylformamide). Reaction SMILES: [CH2:1]([N:19]1[C:27](=O)[CH:26]2C(C[CH:23]=[CH:24][CH2:25]2)[C:20]1=[O:29])[CH2:2][CH2:3][CH2:4][CH2:5][CH2:6][CH2:7][CH2:8][CH2:9][CH2:10][CH2:11][CH2:12][CH2:13][CH2:14][CH2:15][CH2:16][CH2:17][CH3:18].C[CH:31]([OH:33])[CH3:32].[BH4-].[Na+].Cl>O>[OH:33][CH2:31][CH:32]1[CH:27]([N:19]([CH2:1][CH2:2][CH2:3][CH2:4][CH2:5][CH2:6][CH2:7][CH2:8][CH2:9][CH2:10][CH2:11][CH2:12][CH2:13][CH2:14][CH2:15][CH2:16][CH2:17][CH3:18])[CH:20]=[O:29])[CH2:26][CH:25]=[CH:24][CH2:23]1 |f:2.3|. Procedure details: 2-Octadecyl-4,7,3a,7a-tetrahydroisoindole-1,3-dione (5.00 g) was suspended into a mixture of 2-propanol (90 ml) and water (15 ml) and then sodium borohydride (2.34 g) was added thereto. After being stirred for 46 hours at room temperature, the reaction mixture was acidified with dilute hydrochloric acid and then concentrated. The residue was, with chloroform added thereto, washed with dilute hydrochloric acid, water and saturated sodium hydrogencarbonate aqueous solution successively, dried over... Reactants: CC(C)(C)OC(=O)N1CCc2c(cccc2C(=O)NC2(C(=O)O)Cc3ccccc3C2)C1, ClCCl, O=C(O)C(F)(F)F. Yields the product O=C(O)C(F)(F)F, O=C(NC1(C(=O)O)Cc2ccccc2C1)c1cccc2c1CCNC2. Reaction SMILES: [C:1]([O:2][C:3](=[O:4])[N:8]1[CH2:9][c:10]2[cH:11][cH:12][cH:13][c:14]([C:18]([NH:19][C:20]3([C:29](=[O:30])[OH:31])[CH2:21][c:22]4[cH:23][cH:24][cH:25][cH:26][c:27]4[CH2:28]3)=[O:32])[c:15]2[CH2:16][CH2:17]1)([CH3:5])([CH3:6])[CH3:7].[Cl:40][CH2:41][Cl:42].[F:33][C:34]([C:35](=[O:36])[OH:37])([F:38])[F:39]>>[F:33][C:34]([C:35](=[O:36])[OH:37])([F:38])[F:39].[NH:8]1[CH2:9][c:10]2[cH:11][cH:12][cH:13][c:14]([C:18]([NH:19][C:20]3([C:29](=[O:30])[OH:31])[CH2:21][c:22]4[cH:23][cH:24][cH:25][cH:26][c:27]4[CH2:28]3)=[O:32])[c:15]2[CH2:16][CH2:17]1. Reactants: C([O-])([O-])=O.[NH4+].[NH4+] (ammonium carbonate), [C-]#N.[Na+] (sodium cyanide), CC(CC(CC)=O)CC (5-methyl-3-heptanone), C(C)O (ethanol), C(Cl)(Cl)Cl (chloroform). Solvent: O (water), O (water). Run at temperature 55 celsius. Product: C(C)(CCC)C1(C(NC(N1)=O)=O)CC (5-sec-amyl-5-ethylhydantoin). Yield: 94.0%. As a reaction SMILES: [C:1](=[O:4])([O-])[O-].[NH4+:5].[NH4+:6].[C-:7]#N.[Na+].C[CH:11]([CH2:17][CH3:18])[CH2:12][C:13](=O)[CH2:14][CH3:15].C(Cl)(Cl)Cl.[CH2:23]([OH:25])C>O>[CH:12]([C:11]1([CH2:17][CH3:18])[NH:6][C:23](=[O:25])[NH:5][C:1]1=[O:4])([CH2:13][CH2:14][CH3:15])[CH3:7] |f:0.1.2,3.4|. Reported procedure: To a slurry of ammonium carbonate (865 parts), sodium cyanide (180 parts) in water (1200 parts) was added 5-methyl-3-heptanone (385 parts) in ethanol (1200 parts) at ambient temperature with stirring. The reaction mixture was heated to 55° C. over a period of 30 minutes and maintained at 55° C. for 6 hours. After cooling to ambient temperature, chloroform (1000 parts) was added and the mixture stirred for ten minutes. The reaction mixture was filtered and the filter cake washed with additional c... The reactants are CN(C)c1ccncc1, CCCCCCC(O)CC(C#N)c1ccc(-c2ccc(OC)cc2)cc1, Cc1ccc(S(=O)(=O)Cl)cc1, c1ccncc1. Yields the product CCCCCCC(CC(C#N)c1ccc(-c2ccc(OC)cc2)cc1)OS(=O)(=O)c1ccc(C)cc1. RXN SMILES: [CH3:44][N:45]([c:46]1[cH:47][cH:48][n:49][cH:50][cH:51]1)[CH3:52].[OH:1][CH:2]([CH2:3][CH:4]([C:5]#[N:6])[c:7]1[cH:8][cH:9][c:10](-[c:13]2[cH:14][cH:15][c:16]([O:19][CH3:20])[cH:17][cH:18]2)[cH:11][cH:12]1)[CH2:21][CH2:22][CH2:23][CH2:24][CH2:25][CH3:26].[c:27]1([CH3:37])[cH:28][cH:29][c:30]([S:33](=[O:34])(=[O:35])[Cl:36])[cH:31][cH:32]1.[cH:38]1[cH:39][cH:40][n:41][cH:42][cH:43]1>>[O:1]([CH:2]([CH2:3][CH:4]([C:5]#[N:6])[c:7]1[cH:8][cH:9][c:10](-[c:13]2[cH:14][cH:15][c:16]([O:19][CH3:20])[cH:17][cH:18]2)[cH:11][cH:12]1)[CH2:21][CH2:22][CH2:23][CH2:24][CH2:25][CH3:26])[S:33]([c:30]1[cH:29][cH:28][c:27]([CH3:37])[cH:32][cH:31]1)(=[O:34])=[O:35]. Starting materials: acid, Cl.CON (methoxyamine hydrochloride), 459, ClC1=C(NC(=C1Cl)C)C(=O)NC1CCN(CC1)C=1C=C(C(=O)OC)C=C(N1)S(=O)C (Methyl 2-(4-{[(3,4-dichloro-5-methyl-1H-pyrrol-2-yl)carbonyl]amino}piperidin-1-yl)-6-(methylsulfinyl)isonicotinate), Cl (HCl), [OH-].[Li+] (lithium hydroxide). The solvent is C1CCOC1 (THF). Reaction conditions: time 45 minute. Product: ClC1=C(NC(=C1Cl)C)C(=O)NC1CCN(CC1)C=1C=C(C(=O)NOC)C=C(N1)S(=O)C (2-(4-{[(3,4-Dichloro-5-methyl-1H-pyrrol-2-yl)carbonyl]amino}piperidin-1-yl)-N-methoxy-6-(methylsulfinyl)isonicotinamide). Reaction SMILES: [Cl:1][C:2]1[C:6]([Cl:7])=[C:5]([CH3:8])[NH:4][C:3]=1[C:9]([NH:11][CH:12]1[CH2:17][CH2:16][N:15]([C:18]2[CH:19]=[C:20]([CH:25]=[C:26]([S:28]([CH3:30])=[O:29])[N:27]=2)[C:21](OC)=[O:22])[CH2:14][CH2:13]1)=[O:10].[OH-].[Li+].Cl.Cl.[CH3:35][O:36][NH2:37]>C1COCC1>[Cl:1][C:2]1[C:6]([Cl:7])=[C:5]([CH3:8])[NH:4][C:3]=1[C:9]([NH:11][CH:12]1[CH2:13][CH2:14][N:15]([C:18]2[CH:19]=[C:20]([CH:25]=[C:26]([S:28]([CH3:30])=[O:29])[N:27]=2)[C:21]([NH:37][O:36][CH3:35])=[O:22])[CH2:16][CH2:17]1)=[O:10] |f:1.2,4.5|. Procedure: Methyl 2-(4-{[(3,4-dichloro-5-methyl-1H-pyrrol-2-yl)carbonyl]amino}piperidin-1-yl)-6-(methylsulfinyl)isonicotinate (Example 334; 200 mg, 0.422 mmol) was dissolved in anhydrous THF (5 ml) and treated with 2 N lithium hydroxide (10 ml) with stirring for 45 minutes. The mixture was cooled in an ice bath and acidified with 1 N HCl. The aqueous solution was extracted with EtOAc. The organic phase was washed with water, dried over sodium sulfate and concentrated in vacuo to give the acid derivative as... Reactants: Br.BrC=1C(=NSC1)CSCCN (4-bromo-3-[(2-aminoethyl)thiomethyl]isothiazole hydrobromide), [OH-].[Na+] (sodium hydroxide), C(Cl)(Cl)Cl (chloroform), CN=C=S (methyl isothiocyanate). Run in C(C)O (ethanol). Product: CNC(=S)NCCSCC1=NSC=C1Br (N-Methyl-N'-[2-((4-bromo-3-isothiazolyl)methylthio)ethyl]thiourea). Isolated yield 108.8%. Reaction SMILES: Br.[Br:2][C:3]1[C:4]([CH2:8][S:9][CH2:10][CH2:11][NH2:12])=[N:5][S:6][CH:7]=1.[OH-].[Na+].C(Cl)(Cl)Cl.[CH3:19][N:20]=[C:21]=[S:22]>C(O)C>[CH3:19][NH:20][C:21]([NH:12][CH2:11][CH2:10][S:9][CH2:8][C:4]1[C:3]([Br:2])=[CH:7][S:6][N:5]=1)=[S:22] |f:0.1,2.3|. Procedure details: The reaction of 4-bromo-3-(bromomethyl)isothiazole (8.5 g.) with cysteamine (from cysteamine hydrochloride (3.76 g.)) was performed under conditions similar to those described in Example 122. From the reaction there was obtained 4-bromo-3-[(2-aminoethyl)thiomethyl]isothiazole hydrobromide, which, following recrystallisation from ethanol-ether and acetonitrile, gave needles (4.05 g.), m.p. 111°-112°. The amine base (2.73 g.) was isolated by basification with sodium hydroxide and extraction with c... Starting materials: CC(C)(C)P(c1ccccc1-c1ccccc1)C(C)(C)C, O=C([O-])O, CCOC(C)=O, CC(C)(C)[O-], Cc1ccccc1, Fc1ccc(C(F)(F)F)cc1CN(Cc1cc(C(F)(F)F)cc(C(F)(F)F)c1)c1ncc(Br)cn1, CCOC(=O)C1CCNCC1, [Na+], [Na+], O=C(C=Cc1ccccc1)C=Cc1ccccc1, O=C(C=Cc1ccccc1)C=Cc1ccccc1, O=C(C=Cc1ccccc1)C=Cc1ccccc1, [Pd], [Pd]. Product: CC(OC(=O)C1CCNCC1)c1cnc(N(Cc2cc(C(F)(F)F)cc(C(F)(F)F)c2)Cc2cc(C(F)(F)F)ccc2F)nc1. RXN SMILES: [C:36]([P:37]([C:38]([CH3:39])([CH3:40])[CH3:41])[c:42]1[cH:43][cH:44][cH:45][cH:46][c:47]1-[c:48]1[cH:49][cH:50][cH:51][cH:52][cH:53]1)([CH3:54])([CH3:55])[CH3:56].[C:74](=[O:75])([OH:76])[O-:77].[CH3:142][CH2:143][O:144][C:145](=[O:146])[CH3:147].[CH3:57][C:58]([CH3:59])([O-:60])[CH3:61].[CH3:79][c:80]1[cH:81][cH:82][cH:83][cH:84][cH:85]1.[F:1][C:2]([c:3]1[cH:4][c:5]([CH2:6][N:7]([CH2:8][c:9]2[c:10]([F:19])[cH:11][cH:12][c:13]([C:15]([F:16])([F:17])[F:18])[cH:14]2)[c:20]2[n:21][cH:22][c:23]([Br:26])[cH:24][n:25]2)[cH:27][c:28]([C:30]([F:31])([F:32])[F:33])[cH:29]1)([F:34])[F:35].[NH:63]1[CH2:64][CH2:65][CH:66]([C:69](=[O:70])[O:71][CH2:72][CH3:73])[CH2:67][CH2:68]1.[Na+:62].[Na+:78].[O:106]=[C:107]([CH:108]=[CH:109][c:110]1[cH:111][cH:112][cH:113][cH:114][cH:115]1)[CH:116]=[CH:117][c:118]1[cH:119][cH:120][cH:121][cH:122][cH:123]1.[O:124]=[C:125]([CH:126]=[CH:127][c:128]1[cH:129][cH:130][cH:131][cH:132][cH:133]1)[CH:134]=[CH:135][c:136]1[cH:137][cH:138][cH:139][cH:140][cH:141]1.[O:88]=[C:89]([CH:90]=[CH:91][c:92]1[cH:93][cH:94][cH:95][cH:96][cH:97]1)[CH:98]=[CH:99][c:100]1[cH:101][cH:102][cH:103][cH:104][cH:105]1.[Pd:86].[Pd:87]>>[F:1][C:2]([c:3]1[cH:4][c:5]([CH2:6][N:7]([CH2:8][c:9]2[c:10]([F:19])[cH:11][cH:12][c:13]([C:15]([F:16])([F:17])[F:18])[cH:14]2)[c:20]2[n:21][cH:22][c:23]([CH:72]([O:71][C:69]([CH:66]3[CH2:65][CH2:64][NH:63][CH2:68][CH2:67]3)=[O:70])[CH3:73])[cH:24][n:25]2)[cH:27][c:28]([C:30]([F:31])([F:32])[F:33])[cH:29]1)([F:34])[F:35].